From a dataset of the Open Reaction Database (ORD), a public repository of structured organic reaction records. describe an organic reaction: reactants, conditions, products, and yield The reactants are C(C)OC(=O)C=1NC2=CC(=C(C=C2C1)F)Cl (6-chloro-5-fluoro-1H-indole-2-carboxylic acid ethyl ester), C(C)(C)(C)OC(=O)N1S(O[C@H](C1)C)(=O)=O ((S)-5-methyl-2,2-dioxo-[1,2,3]oxathiazolidine-3-carboxylic acid tert-butyl ester). Product: C(C)OC(=O)C=1N(C2=CC(=C(C=C2C1)F)Cl)[C@@H](CNC(=O)OC(C)(C)C)C ((R)-1-(2-tert-Butoxycarbonylamino-1-methyl-ethyl)-6-chloro-5-fluoro-1H-indole-2-carboxylic acid ethyl ester). RXN SMILES: [CH2:1]([O:3][C:4]([C:6]1[NH:7][C:8]2[C:13]([CH:14]=1)=[CH:12][C:11]([F:15])=[C:10]([Cl:16])[CH:9]=2)=[O:5])[CH3:2].[C:17]([O:21][C:22]([N:24]1[CH2:28][C@H:27]([CH3:29])OS1(=O)=O)=[O:23])([CH3:20])([CH3:19])[CH3:18]>>[CH2:1]([O:3][C:4]([C:6]1[N:7]([C@H:27]([CH3:29])[CH2:28][NH:24][C:22]([O:21][C:17]([CH3:20])([CH3:19])[CH3:18])=[O:23])[C:8]2[C:13]([CH:14]=1)=[CH:12][C:11]([F:15])=[C:10]([Cl:16])[CH:9]=2)=[O:5])[CH3:2]. Procedure details: The title compound, ISP-MS: m/e=399.4 (M+H+), was prepared in accordance with the general method of example 12b) from 6-chloro-5-fluoro-1H-indole-2-carboxylic acid ethyl ester and (S)-5-methyl-2,2-dioxo-[1,2,3]oxathiazolidine-3-carboxylic acid tert-butyl ester. The reactants are COC1(c2ccc(Cl)c(Cc3ccc(OCC(F)F)cc3)c2)OC(C=O)C(OCc2ccccc2)C(OCc2ccccc2)C1OCc1ccccc1, C=O, C1COCCO1, [Na+], [OH-]. Yields the product COC1(c2ccc(Cl)c(Cc3ccc(OCC(F)F)cc3)c2)OC(C=O)(CO)C(OCc2ccccc2)C(OCc2ccccc2)C1OCc1ccccc1. RXN SMILES: [CH2:1]([c:2]1[cH:3][cH:4][cH:5][cH:6][cH:7]1)[O:8][CH:9]1[CH:10]([CH:52]=[O:53])[O:11][C:12]([O:31][CH3:32])([c:33]2[cH:34][c:35]([CH2:40][c:41]3[cH:42][cH:43][c:44]([O:47][CH2:48][CH:49]([F:50])[F:51])[cH:45][cH:46]3)[c:36]([Cl:39])[cH:37][cH:38]2)[CH:13]([O:23][CH2:24][c:25]2[cH:26][cH:27][cH:28][cH:29][cH:30]2)[CH:14]1[O:15][CH2:16][c:17]1[cH:18][cH:19][cH:20][cH:21][cH:22]1.[CH2:54]=[O:55].[CH2:58]1[O:59][CH2:60][CH2:61][O:62][CH2:63]1.[Na+:57].[OH-:56]>>[CH2:1]([c:2]1[cH:3][cH:4][cH:5][cH:6][cH:7]1)[O:8][CH:9]1[C:10]([CH:52]=[O:53])([CH2:54][OH:55])[O:11][C:12]([O:31][CH3:32])([c:33]2[cH:34][c:35]([CH2:40][c:41]3[cH:42][cH:43][c:44]([O:47][CH2:48][CH:49]([F:50])[F:51])[cH:45][cH:46]3)[c:36]([Cl:39])[cH:37][cH:38]2)[CH:13]([O:23][CH2:24][c:25]2[cH:26][cH:27][cH:28][cH:29][cH:30]2)[CH:14]1[O:15][CH2:16][c:17]1[cH:18][cH:19][cH:20][cH:21][cH:22]1. Starting materials: C(O)([O-])=O.[Na+] (Sodium hydrogencarbonate), C(C1=CC=CC=C1)Br (benzyl bromide), C(C)(C)(C)OC(=O)C[C@H](C(=O)O)CCCCC (2-(R)-(tert-butoxycarbonylmethyl)heptanoic acid), O (water). Solvent: CN(C=O)C (dimethylformamide). Conditions: time 8 hour. The product is C(C1=CC=CC=C1)OC(=O)[C@@H](CC(=O)OC(C)(C)C)CCCCC (tert-Butyl 3-(R)-benzyloxycarbonyloctanoate). As a reaction SMILES: C(=O)([O-])O.[Na+].[CH2:6](Br)[C:7]1[CH:12]=[CH:11][CH:10]=[CH:9][CH:8]=1.[C:14]([O:18][C:19]([CH2:21][C@@H:22]([CH2:26][CH2:27][CH2:28][CH2:29][CH3:30])[C:23]([OH:25])=[O:24])=[O:20])([CH3:17])([CH3:16])[CH3:15].O>CN(C)C=O>[CH2:6]([O:25][C:23]([C@H:22]([CH2:26][CH2:27][CH2:28][CH2:29][CH3:30])[CH2:21][C:19]([O:18][C:14]([CH3:15])([CH3:16])[CH3:17])=[O:20])=[O:24])[C:7]1[CH:12]=[CH:11][CH:10]=[CH:9][CH:8]=1 |f:0.1|. Procedure: Sodium hydrogencarbonate (305 mg) and benzyl bromide (1.0 ml) were added Successively to a solution of 2-(R)-(tert-butoxycarbonylmethyl)heptanoic acid (440 mg), prepared in Referential Example 5, in 18 ml of dimethylformamide (DMF), and the resulting mixture was stirred overnight at room temperature. The reaction mixture was poured into water and extracted with ethyl acetate. The organic extract was successively washed with water and a saturated aqueous solution of sodium chloride, and dried ove...